This data is from the Open Reaction Database (ORD), a public repository of structured organic reaction records. The task is: describe an organic reaction: reactants, conditions, products, and yield Starting materials: [N+](=O)([O-])C1=C(C(=O)Cl)C=CC=C1 (2-nitrobenzoyl chloride), NC1=NC(=CC=C1)N1C(C=2C(C1=O)=CC=CC2)=O (2-amino-6-phthalimidopyridine). Product: C1(C=2C(C(N1C1=CC=CC(=N1)NC(C1=C(C=CC=C1)[N+](=O)[O-])=O)=O)=CC=CC2)=O (N-(6-Phthalimidopyridin-2-yl)-2-nitrobenzamide). Isolated yield 80.2%. RXN SMILES: [N+:1]([C:4]1[CH:12]=[CH:11][CH:10]=[CH:9][C:5]=1[C:6](Cl)=[O:7])([O-:3])=[O:2].[NH2:13][C:14]1[CH:19]=[CH:18][CH:17]=[C:16]([N:20]2[C:24](=[O:25])[C:23]3=[CH:26][CH:27]=[CH:28][CH:29]=[C:22]3[C:21]2=[O:30])[N:15]=1>>[C:21]1(=[O:30])[N:20]([C:16]2[N:15]=[C:14]([NH:13][C:6](=[O:7])[C:5]3[CH:9]=[CH:10][CH:11]=[CH:12][C:4]=3[N+:1]([O-:3])=[O:2])[CH:19]=[CH:18][CH:17]=2)[C:24](=[O:25])[C:23]2=[CH:26][CH:27]=[CH:28][CH:29]=[C:22]12. Reported procedure: Using the procedure described in Example 93, Part A, 2-nitrobenzoyl chloride (2.3 mmol) and 2-amino-6-phthalimidopyridine (2.1 mmol) yielded 654 mg (80%) of the title compound. Reactants: [BH3-]C#N, C[NH3+], CO, [Cl-], [Na+], O=Cc1cc(-c2ccccc2)n(S(=O)(=O)c2ccc(OC(F)(F)F)cc2)c1. Product: Cl, CNCc1cc(-c2ccccc2)n(S(=O)(=O)c2ccc(OC(F)(F)F)cc2)c1. RXN SMILES: [C:31](#[N:32])[BH3-:33].[CH3:29][NH3+:30].[CH3:35][OH:36].[Cl-:28].[Na+:34].[c:1]1(-[c:7]2[cH:8][c:9]([CH:26]=[O:27])[cH:10][n:11]2[S:12](=[O:13])(=[O:14])[c:15]2[cH:16][cH:17][c:18]([O:21][C:22]([F:23])([F:24])[F:25])[cH:19][cH:20]2)[cH:2][cH:3][cH:4][cH:5][cH:6]1>>[ClH:28].[c:1]1(-[c:7]2[cH:8][c:9]([CH2:26][NH:32][CH3:31])[cH:10][n:11]2[S:12](=[O:13])(=[O:14])[c:15]2[cH:16][cH:17][c:18]([O:21][C:22]([F:23])([F:24])[F:25])[cH:19][cH:20]2)[cH:2][cH:3][cH:4][cH:5][cH:6]1. Starting materials: CC(C)OC(=O)N1CCC(COc2ccc(Br)nc2)CC1, O=C([O-])[O-], CSc1ccc(B(O)O)cc1, COCCOC, [Na+], [Na+], Cl[Pd]Cl, c1ccc(P(c2ccccc2)c2ccccc2)cc1, c1ccc(P(c2ccccc2)c2ccccc2)cc1. Product: CSc1ccc(-c2ccc(OCC3CCN(C(=O)OC(C)C)CC3)cn2)cc1. RXN SMILES: [Br:12][c:13]1[cH:14][cH:15][c:16]([O:19][CH2:20][CH:21]2[CH2:22][CH2:23][N:24]([C:27](=[O:28])[O:29][CH:30]([CH3:31])[CH3:32])[CH2:25][CH2:26]2)[cH:17][n:18]1.[C:33](=[O:34])([O-:35])[O-:36].[CH3:1][S:2][c:3]1[cH:4][cH:5][c:6]([B:9]([OH:10])[OH:11])[cH:7][cH:8]1.[CH3:80][O:81][CH2:82][CH2:83][O:84][CH3:85].[Na+:37].[Na+:38].[Pd:39]([Cl:40])[Cl:41].[c:42]1([P:43]([c:44]2[cH:45][cH:46][cH:47][cH:48][cH:49]2)[c:50]2[cH:51][cH:52][cH:53][cH:54][cH:55]2)[cH:56][cH:57][cH:58][cH:59][cH:60]1.[c:61]1([P:62]([c:63]2[cH:64][cH:65][cH:66][cH:67][cH:68]2)[c:69]2[cH:70][cH:71][cH:72][cH:73][cH:74]2)[cH:75][cH:76][cH:77][cH:78][cH:79]1>>[CH3:1][S:2][c:3]1[cH:4][cH:5][c:6](-[c:13]2[cH:14][cH:15][c:16]([O:19][CH2:20][CH:21]3[CH2:22][CH2:23][N:24]([C:27](=[O:28])[O:29][CH:30]([CH3:31])[CH3:32])[CH2:25][CH2:26]3)[cH:17][n:18]2)[cH:7][cH:8]1. Reactants: O=C([O-])[O-], CN(C)C=O, [Cl-], CC#CCOc1ncnc(Cl)c1F, [K+], [K+], [NH4+], Oc1ccccc1. The product is CC#CCOc1ncnc(Oc2ccccc2)c1F. Reaction SMILES: [C:14](=[O:15])([O-:16])[O-:17].[CH3:29][N:30]([CH3:31])[CH:32]=[O:33].[Cl-:27].[Cl:1][c:2]1[n:3][cH:4][n:5][c:6]([O:9][CH2:10][C:11]#[C:12][CH3:13])[c:7]1[F:8].[K+:18].[K+:19].[NH4+:28].[OH:20][c:21]1[cH:22][cH:23][cH:24][cH:25][cH:26]1>>[c:2]1([O:20][c:21]2[cH:22][cH:23][cH:24][cH:25][cH:26]2)[n:3][cH:4][n:5][c:6]([O:9][CH2:10][C:11]#[C:12][CH3:13])[c:7]1[F:8]. Reactants: O (water), CC1(C=2C=CC(=CC2C(CC1)(C)C)OCC1=CC=C(C=C1)C(=O)O)C (4-carboxybenzyl 5,6,7,8-tetrahydro-5,5,8,8-tetramethyl-2-naphthyl ether), C([O-])([O-])=O.[K+].[K+] (potassium carbonate), ICC (iodoethane). Solvent: CC(CC)=O (butanone). The product is CC1(C=2C=CC(=CC2C(CC1)(C)C)OCC1=CC=C(C=C1)C(=O)OCC)C (4-Carbethoxybenzyl 5,6,7,8-tetrahydro-5,5,8,8-tetramethyl-2-naphthyl ether). Yield: 40.9%. Reaction SMILES: [CH3:1][C:2]1([CH3:25])[CH2:11][CH2:10][C:9]([CH3:13])([CH3:12])[C:8]2[CH:7]=[C:6]([O:14][CH2:15][C:16]3[CH:21]=[CH:20][C:19]([C:22]([OH:24])=[O:23])=[CH:18][CH:17]=3)[CH:5]=[CH:4][C:3]1=2.C(=O)([O-])[O-].[K+].[K+].I[CH2:33][CH3:34].O>CC(=O)CC>[CH3:1][C:2]1([CH3:25])[CH2:11][CH2:10][C:9]([CH3:12])([CH3:13])[C:8]2[CH:7]=[C:6]([O:14][CH2:15][C:16]3[CH:17]=[CH:18][C:19]([C:22]([O:24][CH2:33][CH3:34])=[O:23])=[CH:20][CH:21]=3)[CH:5]=[CH:4][C:3]1=2 |f:1.2.3|. Procedure: 2 g (6 mmol) of 4-carboxybenzyl 5,6,7,8-tetrahydro-5,5,8,8-tetramethyl-2-naphthyl ether, 2.7 g (19.6 mmol) of anhydrous potassium carbonate and 19 g (12.4 mmol) of iodoethane in 18 ml of butanone were refluxed for 7 h. The mixture was then poured into water and extracted with ether, and the organic phase was washed with water, dried over Na2SO4 and concentrated. Recrystallization from methanol resulted in 0.9 g of the title compound of melting point 76°-77° C.